Dataset: the Open Reaction Database (ORD), a public repository of structured organic reaction records. Task: describe an organic reaction: reactants, conditions, products, and yield Reactants: Cl.S1C2=C(C(=C1)C(CCN1CCN(CC1)C1=C(C=CC=C1)OC)=O)C=CC=C2 (1-(benzo[b]thiophen-3-yl)-3-[4-(2-methoxyphenyl)piperazin-1-yl]propan-1-one hydrochloride), [BH4-].[Na+] (NaBH4), O (H2O). Run in CO (MeOH). Yields the product S1C2=C(C(=C1)C(CCN1CCN(CC1)C1=C(C=CC=C1)OC)O)C=CC=C2 (1-(benzo[b]thiophen-3-yl)-3-[4-(2-methoxyphenyl)piperazin-1-yl]propan-1-ol). The yield is 30.0%. Reaction SMILES: Cl.[S:2]1[CH:6]=[C:5]([C:7](=[O:24])[CH2:8][CH2:9][N:10]2[CH2:15][CH2:14][N:13]([C:16]3[CH:21]=[CH:20][CH:19]=[CH:18][C:17]=3[O:22][CH3:23])[CH2:12][CH2:11]2)[C:4]2[CH:25]=[CH:26][CH:27]=[CH:28][C:3]1=2.[BH4-].[Na+].O>CO>[S:2]1[CH:6]=[C:5]([CH:7]([OH:24])[CH2:8][CH2:9][N:10]2[CH2:15][CH2:14][N:13]([C:16]3[CH:21]=[CH:20][CH:19]=[CH:18][C:17]=3[O:22][CH3:23])[CH2:12][CH2:11]2)[C:4]2[CH:25]=[CH:26][CH:27]=[CH:28][C:3]1=2 |f:0.1,2.3|. Procedure details: To 500 mg of 1-(benzo[b]thiophen-3-yl)-3-[4-(2-methoxyphenyl)piperazin-1-yl]propan-1-one hydrochloride (1.20×10−3 moles) in 30 ml of MeOH a 0° C. was added NaBH4 for about 20 min until the reaction ceased to evolve. After two hours 50 ml of H2O were added to the medium, it was stirred for a few minutes and was extracted twice with 200 ml of AcOEt. The organic phase was washed three times with H2O, was dried with Na2SO4 and the solvent was removed. It was purified in silica column with AcOEt/hexa... Starting materials: B, B, O=C(CBr)c1ccccc1, CSC, CCOC(C)=O, CO, CB1NC(C2CCCCC2)C(c2ccccc2)(c2ccccc2)O1, CB1NC(C2CCCCC2)C(c2ccccc2)(c2ccccc2)O1, C1CCOC1. Product: OC(CBr)c1ccccc1. Reaction SMILES: [BH3:28].[BH3:63].[Br:29][CH2:30][C:31](=[O:32])[c:33]1[cH:34][cH:35][cH:36][cH:37][cH:38]1.[CH3:25][S:26][CH3:27].[CH3:69][CH2:70][O:71][C:72](=[O:73])[CH3:74].[CH3:75][OH:76].[CH:1]1([CH:2]2[C:3]([c:4]3[cH:5][cH:6][cH:7][cH:8][cH:9]3)([c:10]3[cH:11][cH:12][cH:13][cH:14][cH:15]3)[O:16][B:17]([CH3:18])[NH:19]2)[CH2:20][CH2:21][CH2:22][CH2:23][CH2:24]1.[CH:39]1([CH:40]2[C:41]([c:42]3[cH:43][cH:44][cH:45][cH:46][cH:47]3)([c:48]3[cH:49][cH:50][cH:51][cH:52][cH:53]3)[O:54][B:55]([CH3:56])[NH:57]2)[CH2:58][CH2:59][CH2:60][CH2:61][CH2:62]1.[O:64]1[CH2:65][CH2:66][CH2:67][CH2:68]1>>[Br:29][CH2:30][CH:31]([OH:32])[c:33]1[cH:34][cH:35][cH:36][cH:37][cH:38]1. The reactants are S1C(=NC=C1)N (thiazol-2-amine), C[Si](C)(C)CCOCCl (SEM-Cl), CN1C=NC=C1 (1-methylimidazole), COC1=C(C=CC(=C1)C(F)(F)F)C1=NN=CC2=CC(=CC=C12)S(=O)(=O)Cl (1-(2-methoxy-4-(trifluoromethyl)phenyl)phthalazine-6-sulfonyl chloride). The solvent is CC#N (MeCN), CC#N (MeCN). Reaction conditions: time 1 hour. Product: COC1=C(C=CC(=C1)C(F)(F)F)C1=NN=CC2=CC(=CC=C12)S(=O)(=O)NC=1SC=CN1 (1-(2-METHOXY-4-(TRIFLUOROMETHYL)PHENYL)-N-(THIAZOL-2-YL)PHTHALAZINE-6-SULFONAMIDE). As a reaction SMILES: [S:1]1[CH:5]=[CH:4][N:3]=[C:2]1[NH2:6].C[Si](CCOCCl)(C)C.[CH3:16][O:17][C:18]1[CH:23]=[C:22]([C:24]([F:27])([F:26])[F:25])[CH:21]=[CH:20][C:19]=1[C:28]1[C:37]2[C:32](=[CH:33][C:34]([S:38](Cl)(=[O:40])=[O:39])=[CH:35][CH:36]=2)[CH:31]=[N:30][N:29]=1.CN1C=CN=C1>CC#N>[CH3:16][O:17][C:18]1[CH:23]=[C:22]([C:24]([F:25])([F:26])[F:27])[CH:21]=[CH:20][C:19]=1[C:28]1[C:37]2[C:32](=[CH:33][C:34]([S:38]([NH:6][C:2]3[S:1][CH:5]=[CH:4][N:3]=3)(=[O:40])=[O:39])=[CH:35][CH:36]=2)[CH:31]=[N:30][N:29]=1. Reported procedure: A solution of thiazol-2-amine (0.027 g, 0.273 mmol) in 3 mL of MeCN was treated with SEM-Cl (0.048 ml, 0.273 mmol), and the reaction mixture was allowed to stir for one hour. LC/MS showed mostly product, so 1-(2-methoxy-4-(trifluoromethyl)phenyl)phthalazine-6-sulfonyl chloride (Intermediate BBBB; 0.100 g, 0.248 mmol) was added as a solution in 3 mL of MeCN, followed by 1-methylimidazole (0.049 ml, 0.497 mmol). After stirring at room temperature for an additional hour, LC/MS showed mostly desired... Conditions: temperature 60 celsius. Procedure: A mixture of 3-phenylpropyl 4-(2-(1-piperidinyl)ethoxy)acetoacetate (1.50 g, 4.32 mmol), 3,4-dichlorobenzaldehyde (0.907 g, 5.18 mmol), 4-amidinopyridine hydrochloride (0.816 g, 5.18 mmol) and sodium acetate (0.425 g, 5.18 mmol) was stirred in N,N-dimethylformamide (10 mL) for 14 days at room temperature and then heated to 60° C. for 6 days. The DMF was removed in vacuo and ethyl acetate was added to the residue. The precipitate was removed by filtration and the filtrate was washed with water, s... The reactants are N1(CCCCC1)CCOCC(CC(=O)OCCCC1=CC=CC=C1)=O (3-phenylpropyl 4-(2-(1-piperidinyl)ethoxy)acetoacetate), ClC=1C=C(C=O)C=CC1Cl (3,4-dichlorobenzaldehyde), Cl.C(N)(=N)C1=CC=NC=C1 (4-amidinopyridine hydrochloride), C(C)(=O)[O-].[Na+] (sodium acetate). Reaction SMILES: [N:1]1([CH2:7][CH2:8][O:9][CH2:10][C:11](=O)[CH2:12][C:13]([O:15][CH2:16][CH2:17][CH2:18][C:19]2[CH:24]=[CH:23][CH:22]=[CH:21][CH:20]=2)=[O:14])[CH2:6][CH2:5][CH2:4][CH2:3][CH2:2]1.[Cl:26][C:27]1[CH:28]=[C:29]([CH:32]=[CH:33][C:34]=1[Cl:35])[CH:30]=O.Cl.[C:37]([C:40]1[CH:45]=[CH:44][N:43]=[CH:42][CH:41]=1)(=[NH:39])[NH2:38].C([O-])(=O)C.[Na+]>CN(C)C=O>[Cl:26][C:27]1[CH:28]=[C:29]([CH:30]2[C:12]([C:13]([O:15][CH2:16][CH2:17][CH2:18][C:19]3[CH:24]=[CH:23][CH:22]=[CH:21][CH:20]=3)=[O:14])=[C:11]([CH2:10][O:9][CH2:8][CH2:7][N:1]3[CH2:6][CH2:5][CH2:4][CH2:3][CH2:2]3)[NH:39][C:37]([C:40]3[CH:45]=[CH:44][N:43]=[CH:42][CH:41]=3)=[N:38]2)[CH:32]=[CH:33][C:34]=1[Cl:35] |f:2.3,4.5|. The solvent is CN(C=O)C (N,N-dimethylformamide). Isolated yield 3.1%. Yields the product ClC=1C=C(C=CC1Cl)C1N=C(NC(=C1C(=O)OCCCC1=CC=CC=C1)COCCN1CCCCC1)C1=CC=NC=C1 (3-Phenylpropyl 4-(3,4-dichlorophenyl)-6-[(2-(1-piperidinyl)ethoxy)methyl]-2-(4-pyridyl)-1,4-dihydropyrimidine-5-carboxylate). Procedure: In dioxane was dissolved 3.45 g (11 mmol) of 1,3-O-di-(t-butyldimethylsilyl)glycerol followed by addition of 3.03 g (12 mmol) of pyridinium p-toluenesulfonate. To this suspension was added 16.5 ml (22 mmol) of dihydrofuran gradually under ice-cooling and the mixture was stirred for 1 hour. After return to ambient temperature, the mixture was allowed to react overnight. After completion of the reaction, the solvent was distilled off and the residue was treated with methylene chloride and saturate... Reaction conditions: time 1 hour. Product: [Si](C)(C)(C(C)(C)C)OCC(OC1OCCC1)CO[Si](C)(C)C(C)(C)C (1,3-O-di-(t-butyldimethylsilyl)-2-O-tetrahydrofuranylglycerol). RXN SMILES: [Si:1]([O:8][CH2:9][CH:10]([CH2:12][O:13][Si:14]([C:17]([CH3:20])([CH3:19])[CH3:18])([CH3:16])[CH3:15])[OH:11])([C:4]([CH3:7])([CH3:6])[CH3:5])([CH3:3])[CH3:2].C1(C)C=CC(S([O-])(=O)=O)=CC=1.[NH+]1C=CC=CC=1.[O:38]1[CH:42]=[CH:41][CH2:40][CH2:39]1>O1CCOCC1>[Si:1]([O:8][CH2:9][CH:10]([CH2:12][O:13][Si:14]([C:17]([CH3:20])([CH3:19])[CH3:18])([CH3:15])[CH3:16])[O:11][CH:39]1[CH2:40][CH2:41][CH2:42][O:38]1)([C:4]([CH3:7])([CH3:6])[CH3:5])([CH3:3])[CH3:2] |f:1.2|. The solvent is O1CCOCC1 (dioxane). Isolated yield 98.9%. Reactants: [Si](C)(C)(C(C)(C)C)OCC(O)CO[Si](C)(C)C(C)(C)C (1,3-O-di-(t-butyldimethylsilyl)glycerol), C1(=CC=C(C=C1)S(=O)(=O)[O-])C.[NH+]1=CC=CC=C1 (pyridinium p-toluenesulfonate), O1CCC=C1 (dihydrofuran). RXN SMILES: C([O:3][C:4](=[O:21])[CH:5]([NH:18]C=O)/[CH:6]=[CH:7]/[CH:8]([P:10]([O:15]CC)([O:12]CC)=[O:11])[CH3:9])C.Cl>>[NH2:18][CH:5](/[CH:6]=[CH:7]/[CH:8]([CH3:9])[P:10]([OH:15])([OH:12])=[O:11])[C:4]([OH:21])=[O:3]. Reported procedure: E-2-formylamino-5-diethylphosphono-5-methyl-3-pentenoic acid ethyl ester ishydrolysed with 4.35N hydrochloric acid in the manner described in Example 11. E-2-amino-5-methyl-5-phosphono-3-pentenoic acid is isolated in the form of an amorphous white solid mass. 1H-NMR (D2O): 1.05 (dd,3H, CH3); 2.45 (m, 1H, C(5)--H); 4.33 (d, 2H, C(2)--H); 5.5 and 5.9 (2m, 2H, C(3)--H and C(4)--H). Starting materials: C(C)OC(C(\C=C\C(C)P(=O)(OCC)OCC)NC=O)=O (E-2-formylamino-5-diethylphosphono-5-methyl-3-pentenoic acid ethyl ester), Cl (hydrochloric acid). Product: NC(C(=O)O)\C=C\C(P(=O)(O)O)C (E-2-amino-5-methyl-5-phosphono-3-pentenoic acid).